Task: describe an organic reaction: reactants, conditions, products, and yield. Dataset: the Open Reaction Database (ORD), a public repository of structured organic reaction records The reactants are ClCCNC(=O)N(C1[C@@H](O)[C@@H](O)[C@H](O)[C@H](O1)CO)CCCC (1-(2-chloroethyl)-3-n-butyl-3-D-mannopyranosylurea), CO (methanol), C([O-])([O-])=O.[K+].[K+] (potassium carbonate), N(=O)[O-].[Na+] (sodium nitrite). The solvent is C(=O)O (formic acid). The product is ClCCN(C(=O)N(C1[C@@H](O)[C@@H](O)[C@H](O)[C@H](O1)CO)CCCC)N=O (1-(2-chloroethyl)-1-nitroso-3-n-butyl-3-D-mannopyranosylurea). Isolated yield 27.3%. Reaction SMILES: [Cl:1][CH2:2][CH2:3][NH:4][C:5]([N:7]([CH2:19][CH2:20][CH2:21][CH3:22])[CH:8]1[O:16][C@H:15]([CH2:17][OH:18])[C@@H:13]([OH:14])[C@H:11]([OH:12])[C@@H:9]1[OH:10])=[O:6].[N:23]([O-])=[O:24].[Na+].CO.C(=O)([O-])[O-].[K+].[K+]>C(O)=O>[Cl:1][CH2:2][CH2:3][N:4]([N:23]=[O:24])[C:5]([N:7]([CH2:19][CH2:20][CH2:21][CH3:22])[CH:8]1[O:16][C@H:15]([CH2:17][OH:18])[C@@H:13]([OH:14])[C@H:11]([OH:12])[C@@H:9]1[OH:10])=[O:6] |f:1.2,4.5.6|. Procedure: 5.4 g of 1-(2-chloroethyl)-3-n-butyl-3-D-mannopyranosylurea are dissolved in 20 ml of formic acid, and 3.5 g of sodium nitrite are added gradually thereto for 2 hours under ice-cooling and stirring. 40 ml of methanol and 30 g of potassium carbonate anhydrate are added to said mixture. Then, said mixture is further stirred for 10 minutes under ice-cooling. After the reaction, the mixture is treated in the same manner as described in Example 5-(2). 1.6 g of 1-(2-chloroethyl)-1-nitroso-3-n-butyl-3-... Run in C(C)(=O)O (acetic acid). Isolated yield 97.9%. Reaction SMILES: Cl[C:2]1[N:10]=[CH:9][CH:8]=[CH:7][C:3]=1[C:4]([OH:6])=[O:5].[Cl:11][C:12]1[CH:13]=[C:14]([CH:16]=[C:17]([Cl:19])[CH:18]=1)[NH2:15]>C(O)(=O)C>[Cl:11][C:12]1[CH:13]=[C:14]([NH:15][C:2]2[N:10]=[CH:9][CH:8]=[CH:7][C:3]=2[C:4]([OH:6])=[O:5])[CH:16]=[C:17]([Cl:19])[CH:18]=1. The reactants are ClC1=C(C(=O)O)C=CC=N1 (2-Chloronicotinic acid), ClC=1C=C(N)C=C(C1)Cl (3,5-dichloroaniline). Reported procedure: 2-Chloronicotinic acid (10 g) was combined with 3,5-dichloroaniline (15 g) in 150 mL acetic acid and heated at reflux for 4 hr. Upon cooling, a white solid formed which was collected by filtration, washed with acetic acid, water, and dried to give 17.6 g of 2-(3,5-dichlorophenylamino)nicotinic acid. The product is ClC=1C=C(C=C(C1)Cl)NC1=C(C(=O)O)C=CC=N1 (2-(3,5-dichlorophenylamino)nicotinic acid). The reactants are OC1=C(C=C(C=C1[N+](=O)[O-])[C@@H]1SC[C@H](S1)C1=CC(=C(C(=C1)OC)OC)OC)OC (trans-2-(4-hydroxy-3-methoxy-5-nitrophenyl)-4-(3,4,5-trimethoxyphenyl)-1,3-dithiolane), C1COCCOCCOCCOCCOCCO1 (18-crown-6), C([O-])([O-])=O.[K+].[K+] (potassium carbonate), C(C=C)Br (allyl bromide). The solvent is CN(C)C=O (DMF). Reaction conditions: temperature 50 celsius, time 4 hour. Product: C(C=C)OC1=C(C=C(C=C1[N+](=O)[O-])[C@@H]1SC[C@H](S1)C1=CC(=C(C(=C1)OC)OC)OC)OC (Trans-2-(4-allyloxy-3-methoxy-5-nitrophenyl)-4-(3,4,5-trimethoxyphenyl)-1,3-dithiolane). The yield is 95.0%. As a reaction SMILES: [OH:1][C:2]1[C:7]([N+:8]([O-:10])=[O:9])=[CH:6][C:5]([C@H:11]2[S:15][C@H:14]([C:16]3[CH:21]=[C:20]([O:22][CH3:23])[C:19]([O:24][CH3:25])=[C:18]([O:26][CH3:27])[CH:17]=3)[CH2:13][S:12]2)=[CH:4][C:3]=1[O:28][CH3:29].[CH2:30](Br)[CH:31]=[CH2:32].C1OCCOCCOCCOCCOCCOC1.C(=O)([O-])[O-].[K+].[K+]>CN(C=O)C>[CH2:32]([O:1][C:2]1[C:7]([N+:8]([O-:10])=[O:9])=[CH:6][C:5]([C@H:11]2[S:15][C@H:14]([C:16]3[CH:17]=[C:18]([O:26][CH3:27])[C:19]([O:24][CH3:25])=[C:20]([O:22][CH3:23])[CH:21]=3)[CH2:13][S:12]2)=[CH:4][C:3]=1[O:28][CH3:29])[CH:31]=[CH2:30] |f:3.4.5|. Procedure details: Trans-2-(4-hydroxy-3-methoxy-5-nitrophenyl)-4-(3,4,5-trimethoxy-phenyl)-1,3-dithiolane (21) (2.50 g, 5.69 mmole) was dissolved in 30 ml dry DMF and allyl bromide (0.963 g, 7.97 mmole) was added by syringe. To this solution was added 100 mg of 18-crown-6 and potassium carbonate (0.785 g, 5.69 mmole). The reaction was stirred at 50° C. under an argon atmosphere for 4 hours. The reaction was quenched with 10% HCl and extracted with diethyl ether. The organic layer was dried over MgSO4, and concentr... Yields the product O=C(O)CC1=C(n2nc(-c3c(-c4ccccc4)nn4ccccc34)ccc2=O)CCCC1. As a reaction SMILES: [C:1]([CH3:2])([CH3:3])([CH3:4])[O:5][C:6](=[O:7])[CH2:8][C:9]1=[C:10]([n:15]2[n:16][c:17](-[c:22]3[c:23](-[c:31]4[cH:32][cH:33][cH:34][cH:35][cH:36]4)[n:24][n:25]4[c:26]3[cH:27][cH:28][cH:29][cH:30]4)[cH:18][cH:19][c:20]2=[O:21])[CH2:11][CH2:12][CH2:13][CH2:14]1.[Cl:44][CH2:45][Cl:46].[OH:37][C:38]([C:39]([F:40])([F:41])[F:42])=[O:43]>>[O:5]=[C:6]([OH:7])[CH2:8][C:9]1=[C:10]([n:15]2[n:16][c:17](-[c:22]3[c:23](-[c:31]4[cH:32][cH:33][cH:34][cH:35][cH:36]4)[n:24][n:25]4[c:26]3[cH:27][cH:28][cH:29][cH:30]4)[cH:18][cH:19][c:20]2=[O:21])[CH2:11][CH2:12][CH2:13][CH2:14]1. The reactants are CC(C)(C)OC(=O)CC1=C(n2nc(-c3c(-c4ccccc4)nn4ccccc34)ccc2=O)CCCC1, ClCCl, O=C(O)C(F)(F)F.